Dataset: the Open Reaction Database (ORD), a public repository of structured organic reaction records. Task: describe an organic reaction: reactants, conditions, products, and yield Starting materials: BrCCCO[Si](C)(C)C(C)(C)C ((3-bromopropoxy) (tert-butyl)dimethylsilane), FC1(CCC(CC1)C1=C(C(=NC=2CC(CC(C12)O)(C)C)C1CCN(CC1)C1=NC=C(C=N1)O)C(C1=CC=C(C=C1)C(F)(F)F)F)F ((−)-4-(4,4-Difluorocyclohexyl)-3-{fluoro[4-(trifluoromethyl)phenyl]methyl}-2-[1-(5-hydroxypyrimidin-2-yl)piperidin-4-yl]-7,7-dimethyl-5,6,7,8-tetrahydroquinolin-5-ol). Yields the product [Si](C)(C)(C(C)(C)C)OCCCOC=1C=NC(=NC1)N1CCC(CC1)C1=NC=2CC(CC(C2C(=C1C(C1=CC=C(C=C1)C(F)(F)F)F)C1CCC(CC1)(F)F)O)(C)C (2-{1-[5-(3-{[tert-Butyl(dimethyl)silyl]oxy}propoxy)pyrimidin-2-yl]piperidin-4-yl}-4-(4,4-difluorocyclohexyl)-3-{fluoro[4-(trifluoromethyl)phenyl]methyl}-7,7-dimethyl-5,6,7,8-tetrahydroquinolin-5-ol). RXN SMILES: Br[CH2:2][CH2:3][CH2:4][O:5][Si:6]([C:9]([CH3:12])([CH3:11])[CH3:10])([CH3:8])[CH3:7].[F:13][C:14]1([F:58])[CH2:19][CH2:18][CH:17]([C:20]2[C:29]3[CH:28]([OH:30])[CH2:27][C:26]([CH3:32])([CH3:31])[CH2:25][C:24]=3[N:23]=[C:22]([CH:33]3[CH2:38][CH2:37][N:36]([C:39]4[N:44]=[CH:43][C:42]([OH:45])=[CH:41][N:40]=4)[CH2:35][CH2:34]3)[C:21]=2[CH:46]([F:57])[C:47]2[CH:52]=[CH:51][C:50]([C:53]([F:56])([F:55])[F:54])=[CH:49][CH:48]=2)[CH2:16][CH2:15]1>>[Si:6]([O:5][CH2:4][CH2:3][CH2:2][O:45][C:42]1[CH:41]=[N:40][C:39]([N:36]2[CH2:35][CH2:34][CH:33]([C:22]3[C:21]([CH:46]([F:57])[C:47]4[CH:52]=[CH:51][C:50]([C:53]([F:54])([F:55])[F:56])=[CH:49][CH:48]=4)=[C:20]([CH:17]4[CH2:18][CH2:19][C:14]([F:13])([F:58])[CH2:15][CH2:16]4)[C:29]4[CH:28]([OH:30])[CH2:27][C:26]([CH3:32])([CH3:31])[CH2:25][C:24]=4[N:23]=3)[CH2:38][CH2:37]2)=[N:44][CH:43]=1)([C:9]([CH3:12])([CH3:11])[CH3:10])([CH3:8])[CH3:7]. Reported procedure: Reactions similar to those of Example 13 were performed except for using (3-bromopropoxy) (tert-butyl)dimethylsilane instead of ethyl iodide, and from 61 mg (94 μmol) of (−)-4-(4,4-Difluorocyclohexyl)-3-{fluoro[4-(trifluoromethyl)phenyl]methyl}-2-[1-(5-hydroxypyrimidin-2-yl)piperidin-4-yl]-7,7-dimethyl-5,6,7,8-tetrahydroquinolin-5-ol, which was prepared by a method similar to that of Example 4, 71 mg (87 μmol) of 2-{1-[5-(3-{[tert-Butyl(dimethyl)silyl]oxy}propoxy)pyrimidin-2-yl]piperidin-4-yl}-4... The reactants are CO, COc1ccc(-n2c(C)nnc2S)cc1, [NH4+], [OH-]. Product: COc1ccc(-n2cnnc2C)cc1. As a reaction SMILES: [CH3:18][OH:19].[CH3:1][O:2][c:3]1[cH:4][cH:5][c:6](-[n:9]2[c:10]([SH:15])[n:11][n:12][c:13]2[CH3:14])[cH:7][cH:8]1.[NH4+:16].[OH-:17]>>[CH3:1][O:2][c:3]1[cH:4][cH:5][c:6](-[n:9]2[cH:10][n:11][n:12][c:13]2[CH3:14])[cH:7][cH:8]1. The reactants are C(=C)C1=CC=2CC3=CC=CC=C3C2C=C1 (2-vinyl fluorene), monomer ( s ), N(=NC(C#N)(C)C)C(C#N)(C)C (azobisisobutyronitrile), C(=C)C1=CC=2CC3=CC=CC=C3C2C=C1.C(=C)C(=O)C1=CC=CC=C1 (2VF phenyl vinyl ketone), C(=C)C1=CC=2CC3=CC=CC=C3C2C=C1.C(=C)(C)C(=O)C1=CC=CC=C1 (2VF phenyl isopropenyl ketone). Run in C1(=CC=CC=C1)C (toluene). Product: C(=C)C1=CC=CC=2C3=CC=CC=C3CC12 (Vinyl Fluorene). RXN SMILES: C([C:3]1[CH:15]=[CH:14][C:13]2[C:12]3[C:7](=[CH:8][CH:9]=[CH:10][CH:11]=3)[CH2:6][C:5]=2[CH:4]=1)=C.[CH:16](C1C=CC2C3C(=CC=CC=3)CC=2C=1)=[CH2:17].C(C(C1C=CC=CC=1)=O)=C.C(C1C=CC2C3C(=CC=CC=3)CC=2C=1)=C.C(C(C1C=CC=CC=1)=O)(C)=C.N(C(C)(C)C#N)=NC(C)(C)C#N>C1(C)C=CC=CC=1>[CH:16]([C:12]1[C:7]2[CH2:6][C:5]3[C:13](=[CH:14][CH:15]=[CH:3][CH:4]=3)[C:8]=2[CH:9]=[CH:10][CH:11]=1)=[CH2:17] |f:1.2,3.4|. Procedure: Concentrated solution polymerizations of three runs P1, P2 and P3, respectively, 2-vinyl fluorene (2VF), 2VF + phenyl vinyl ketone (PVK) and 2VF + phenyl isopropenyl ketone (PIPK) were carried out. In each case the procedure was the same: the monomer(s) was placed in a 6 mm diameter tube, approximately 0.25% azobisisobutyronitrile (AIBN) initiator was added in toluene so as to give a final monomer/solvent ratio of approximately 1/1. The tubes were then flushed with nitrogen and vacuum pumped fiv... Product: Cl.N1CC(C1)OCC1=CN=CS1 (5-((Azetidin-3-yloxy)methyl)thiazole hydrochloride). RXN SMILES: [ClH:1].[S:2]1[C:6]([CH2:7][O:8][CH:9]2[CH2:12][N:11](C(OC(C)(C)C)=O)[CH2:10]2)=[CH:5][N:4]=[CH:3]1>C(OCC)C>[ClH:1].[NH:11]1[CH2:12][CH:9]([O:8][CH2:7][C:6]2[S:2][CH:3]=[N:4][CH:5]=2)[CH2:10]1 |f:3.4|. Reported procedure: A solution of HCl in diethylether (2N, 5.5 mL) was added to a solution of tert-butyl 3-(thiazol-5-ylmethoxy)-azetidine-1-carboxylate (150 mg, 0.55 mmol) in diethylether (2 mL) at room temperature. The reaction mixture was stirred 30 minutes then concentrated to dryness. After trituration in diethyl ether (10 mL), the title compound was obtained as a yellow solid (113 mg, quantitative). Run at time 30 minute. The reactants are Cl (HCl), S1C=NC=C1COC1CN(C1)C(=O)OC(C)(C)C (tert-butyl 3-(thiazol-5-ylmethoxy)-azetidine-1-carboxylate). Solvent: C(C)OCC (diethylether), C(C)OCC (diethylether). Starting materials: C#CCN1CC(NS(=O)(=O)c2ccc(OCc3cc(C)nc4ccccc34)cc2)C(C(=O)OC(C)(C)C)C1, NO, O=C(O)C(F)(F)F. The product is C#CCN1CC(NS(=O)(=O)c2ccc(OCc3cc(C)nc4ccccc34)cc2)C(C(=O)NO)C1. As a reaction SMILES: [CH3:1][c:2]1[n:3][c:4]2[cH:5][cH:6][cH:7][cH:8][c:9]2[c:10]([CH2:12][O:13][c:14]2[cH:15][cH:16][c:17]([S:20](=[O:21])(=[O:22])[NH:23][CH:24]3[CH:25]([C:32](=[O:33])[O:34][C:35]([CH3:36])([CH3:37])[CH3:38])[CH2:26][N:27]([CH2:29][C:30]#[CH:31])[CH2:28]3)[cH:18][cH:19]2)[cH:11]1.[NH2:46][OH:47].[OH:39][C:40]([C:41]([F:42])([F:43])[F:44])=[O:45]>>[CH3:1][c:2]1[n:3][c:4]2[cH:5][cH:6][cH:7][cH:8][c:9]2[c:10]([CH2:12][O:13][c:14]2[cH:15][cH:16][c:17]([S:20](=[O:21])(=[O:22])[NH:23][CH:24]3[CH:25]([C:32](=[O:33])[NH:46][OH:47])[CH2:26][N:27]([CH2:29][C:30]#[CH:31])[CH2:28]3)[cH:18][cH:19]2)[cH:11]1. Solvent: C(Cl)(Cl)Cl (chloroform). Procedure details: 20 g of ethyl 3-(4-fluorobenzoylamino)-3-(2-furylcarbonyl)propionate, 100 ml of chloroform and 36.8 g of phosphorus oxychloride are treated in the same manner as described in Example 1. 15 g of ethyl 2-[2-(4-fluorophenyl)-5-(2-furyl)-4-oxazolyl]acetate are thereby obtained. Yield: 78.9% Reaction SMILES: [F:1][C:2]1[CH:24]=[CH:23][C:5]([C:6]([NH:8][CH:9]([C:16]([C:18]2[O:19][CH:20]=[CH:21][CH:22]=2)=[O:17])[CH2:10][C:11]([O:13][CH2:14][CH3:15])=[O:12])=O)=[CH:4][CH:3]=1.P(Cl)(Cl)(Cl)=O>C(Cl)(Cl)Cl>[F:1][C:2]1[CH:24]=[CH:23][C:5]([C:6]2[O:17][C:16]([C:18]3[O:19][CH:20]=[CH:21][CH:22]=3)=[C:9]([CH2:10][C:11]([O:13][CH2:14][CH3:15])=[O:12])[N:8]=2)=[CH:4][CH:3]=1. Reactants: FC1=CC=C(C(=O)NC(CC(=O)OCC)C(=O)C=2OC=CC2)C=C1 (ethyl 3-(4-fluorobenzoylamino)-3-(2-furylcarbonyl)propionate), P(=O)(Cl)(Cl)Cl (phosphorus oxychloride). Product: FC1=CC=C(C=C1)C=1OC(=C(N1)CC(=O)OCC)C=1OC=CC1 (ethyl 2-[2-(4-fluorophenyl)-5-(2-furyl)-4-oxazolyl]acetate). Isolated yield 79.3%. Reactants: [BH4-].[Na+] (NaBH4), CN(CCC1=C(C2=C(S1)C=CC=C2)C(O)C=2C(=NC=CC2)F)C ([2-(2-dimethylamino-ethyl)-benzo[b]thiophen-3-yl]-(2-fluoro-pyridin-3-yl)-methanol). The solvent is C(=O)(C(F)(F)F)O (TFA), C(=O)(C(F)(F)F)O (TFA). Run at time 15 minute. Product: FC1=NC=CC=C1CC=1C2=C(SC1CCN(C)C)C=CC=C2 ({2-[3-(2-fluoro-pyridin-3-ylmethyl)-benzo[b]thiophen-2-yl]-ethyl}-dimethyl-amine). Isolated yield 28.3%. RXN SMILES: [BH4-].[Na+].[CH3:3][N:4]([CH3:25])[CH2:5][CH2:6][C:7]1[S:11][C:10]2[CH:12]=[CH:13][CH:14]=[CH:15][C:9]=2[C:8]=1[CH:16]([C:18]1[C:19]([F:24])=[N:20][CH:21]=[CH:22][CH:23]=1)O>C(O)(C(F)(F)F)=O>[F:24][C:19]1[C:18]([CH2:16][C:8]2[C:9]3[CH:15]=[CH:14][CH:13]=[CH:12][C:10]=3[S:11][C:7]=2[CH2:6][CH2:5][N:4]([CH3:3])[CH3:25])=[CH:23][CH:22]=[CH:21][N:20]=1 |f:0.1|. Procedure details: A suspension of NaBH4 (0.11 g, 2.9 mmol) in 7 mL TFA was stirred at room temperature for 15 minutes. A solution of [2-(2-dimethylamino-ethyl)-benzo[b]thiophen-3-yl]-(2-fluoro-pyridin-3-yl)-methanol (0.12 g, 0.36 mmol) in 6 mL TFA was added slowly. The mixture was stirred at room temperature for 48 h. The solvent was evaporated and water and ammonium hydroxide were added at 0° C. until pH=9. The solution was extracted with EtOAc (3×) and washed with water/ammonium hydroxide (30/1 v/v). The combin...